This data is from the Open Reaction Database (ORD), a public repository of structured organic reaction records. The task is: describe an organic reaction: reactants, conditions, products, and yield Run in C1CCOC1 (THF), C1CCOC1 (THF), C1CCOC1 (THF). Reaction conditions: temperature 0 celsius, time 20 minute. The reactants are [H-].[Li+] (LiH), FC1=NC=CC=C1[N+](=O)[O-] (2-fluoro-3-nitro-pyridine), FC(C(C)O)(F)F (1,1,1-Trifluoro-2-propanol). Reaction SMILES: [F:1][C:2]([F:7])([F:6])[CH:3]([OH:5])[CH3:4].[H-].[Li+].F[C:11]1[C:16]([N+:17]([O-:19])=[O:18])=[CH:15][CH:14]=[CH:13][N:12]=1>C1COCC1>[N+:17]([C:16]1[C:11]([O:5][CH:3]([CH3:4])[C:2]([F:7])([F:6])[F:1])=[N:12][CH:13]=[CH:14][CH:15]=1)([O-:19])=[O:18] |f:1.2|. Procedure details: 1,1,1-Trifluoro-2-propanol (3.2 g) was dissolved in THF (4.0 ml) and cooled to 0° C. Then LiH MDS (1M in THF; 28.3 ml) was added dropwise. The reaction mixture was stirred at 0° C. for 20 minutes. A solution of 2-fluoro-3-nitro-pyridine (4.0 g) in THF (1 ml) was added and the mixture was stirred overnight. It was quenched by addition of saturated NH4Cl solution and extracted with dichloromethane. The organic layer was dried and concentrated in vacuo. Product: [N+](=O)([O-])C=1C(=NC=CC1)OC(C(F)(F)F)C (3-Nitro-2-(1,1,1-trifluoropropan-2-yloxy)pyridine).